The task is: describe an organic reaction: reactants, conditions, products, and yield. This data is from the Open Reaction Database (ORD), a public repository of structured organic reaction records. Starting materials: NC=1C(=NC(=CN1)C1CCC(CC1)=O)C1=CC(=C(C(=O)OC(C)(C)C)C=C1)F (tert-butyl 4-(3-amino-6-(4-oxocyclohexyl)pyrazin-2-yl)-2-fluorobenzoate), CC(C)(C)OC(=O)OC(=O)OC(C)(C)C (Boc2O), C(C)#N (acetonitrile). The reagents and catalysts are CN(C)C=1C=CN=CC1 (DMAP). Conditions: time 8 hour. Yields the product C(=O)(O)NC(=O)O (imidodicarbonic acid), C(C)(C)(C)OC(=O)NC=1C(=NC(=CN1)C1CCC(CC1)=O)C1=CC(=C(C(=O)[O-])C=C1)F (4-(3-((tert-butoxycarbonyl)amino)-6-(4-oxocyclohexyl)pyrazin-2-yl)-2-fluorobenzoate), 1,3-bis(1,1-dimethylethyl) ester. Isolated yield 95.0%. RXN SMILES: [NH2:1][C:2]1[C:3]([C:15]2[CH:27]=[CH:26][C:18]([C:19]([O:21]C(C)(C)C)=[O:20])=[C:17]([F:28])[CH:16]=2)=[N:4][C:5]([CH:8]2[CH2:13][CH2:12][C:11](=[O:14])[CH2:10][CH2:9]2)=[CH:6][N:7]=1.CC([O:33][C:34]([O:36][C:37]([O:39][C:40]([CH3:43])([CH3:42])[CH3:41])=[O:38])=O)(C)C.C(#[N:46])C>CN(C1C=CN=CC=1)C>[C:34]([NH:46][C:19]([OH:21])=[O:20])([OH:36])=[O:33].[C:40]([O:39][C:37]([NH:1][C:2]1[C:3]([C:15]2[CH:27]=[CH:26][C:18]([C:19]([O-:21])=[O:20])=[C:17]([F:28])[CH:16]=2)=[N:4][C:5]([CH:8]2[CH2:13][CH2:12][C:11](=[O:14])[CH2:10][CH2:9]2)=[CH:6][N:7]=1)=[O:38])([CH3:41])([CH3:42])[CH3:43]. Procedure: To a solution of tert-butyl 4-(3-amino-6-(4-oxocyclohexyl)pyrazin-2-yl)-2-fluorobenzoate (3 g, 7.78 mmol) in acetonitrile (130 mL) was added Boc2O (6.33 mL, 27.2 mmol) and DMAP (0.048 g, 0.389 mmol). The reaction mixture was stirred overnight at room temperature. After volatile materials were removed on rotavap under reduced pressure, the crude product was purified by flash chromatography eluting with 0-50% of EtOAc/heptane to provide imidodicarbonic acid, 4-(3-((tert-butoxycarbonyl)amino)-6-(4-... Reactants: BrC=1C=CC2=C(N(C3=C2CN(CCC3)C(=O)OC(C)(C)C)C)N1 (tert-Butyl 2-bromo-10-methyl-7,8,9,10-tetrahydropyrido[3′,2′:4,5]pyrrolo[3,2-c]azepine-6(5H)-carboxylate), ClC1=CC=C(COC2=CC(NC=C2)=O)C=C1 (4-(4-chlorobenzyloxy)pyridin-2(1H)-one). Yields the product ClC1=CC=C(COC2=CC(N(C=C2)C=2C=CC3=C(N(C4=C3CN(CCC4)C(=O)OC(C)(C)C)C)N2)=O)C=C1 (tert-Butyl 2-(4-(4-chlorobenzyloxy)-2-oxopyridin-1(2H)-yl)-10-methyl-7,8,9,10-tetrahydropyrido[3′,2′:4,5]pyrrolo[3,2-c]azepine-6(5H)-carboxylate). Isolated yield 84.1%. RXN SMILES: Br[C:2]1[CH:3]=[CH:4][C:5]2[C:9]3[CH2:10][N:11]([C:15]([O:17][C:18]([CH3:21])([CH3:20])[CH3:19])=[O:16])[CH2:12][CH2:13][CH2:14][C:8]=3[N:7]([CH3:22])[C:6]=2[N:23]=1.[Cl:24][C:25]1[CH:39]=[CH:38][C:28]([CH2:29][O:30][C:31]2[CH:36]=[CH:35][NH:34][C:33](=[O:37])[CH:32]=2)=[CH:27][CH:26]=1>>[Cl:24][C:25]1[CH:39]=[CH:38][C:28]([CH2:29][O:30][C:31]2[CH:36]=[CH:35][N:34]([C:2]3[CH:3]=[CH:4][C:5]4[C:9]5[CH2:10][N:11]([C:15]([O:17][C:18]([CH3:21])([CH3:20])[CH3:19])=[O:16])[CH2:12][CH2:13][CH2:14][C:8]=5[N:7]([CH3:22])[C:6]=4[N:23]=3)[C:33](=[O:37])[CH:32]=2)=[CH:27][CH:26]=1. Procedure details: tert-Butyl 2-bromo-10-methyl-7,8,9,10-tetrahydropyrido[3′,2′:4,5]pyrrolo[3,2-c]azepine-6(5H)-carboxylate (110 mg, 0.289 mmol) and 4-(4-chlorobenzyloxy)pyridin-2(1H)-one (75 mg, 0.318 mmol) were reacted following the procedure for Example 2 (step d) to provide the title compound (130 mg, 84%) as a colorless oil: ESI MS m/z 535 [M+H]+. Starting materials: ClC(Cl)Cl, O=S(=O)(Cl)c1ccc(Cl)cc1Cl, Cc1ccc(-n2cc(Oc3ccc(N)cc3)cn2)cc1, c1ccncc1. Product: Cc1ccc(-n2cc(Oc3ccc(NS(=O)(=O)c4ccc(Cl)cc4Cl)cc3)cn2)cc1. RXN SMILES: [CH:39]([Cl:40])([Cl:41])[Cl:42].[Cl:21][c:22]1[c:23]([S:29](=[O:30])(=[O:31])[Cl:32])[cH:24][cH:25][c:26]([Cl:28])[cH:27]1.[c:1]1([CH3:20])[cH:2][cH:3][c:4](-[n:7]2[n:8][cH:9][c:10]([O:12][c:13]3[cH:14][cH:15][c:16]([NH2:19])[cH:17][cH:18]3)[cH:11]2)[cH:5][cH:6]1.[cH:33]1[cH:34][cH:35][n:36][cH:37][cH:38]1>>[c:1]1([CH3:20])[cH:2][cH:3][c:4](-[n:7]2[n:8][cH:9][c:10]([O:12][c:13]3[cH:14][cH:15][c:16]([NH:19][S:29]([c:23]4[c:22]([Cl:21])[cH:27][c:26]([Cl:28])[cH:25][cH:24]4)(=[O:30])=[O:31])[cH:17][cH:18]3)[cH:11]2)[cH:5][cH:6]1. The reactants are C1CCOC1, COC(=O)c1cc(N2CCOCC2)cc2c1nc(C)n2Cc1cccc2ccccc12, Cl, [Li+], [OH-], O. The product is Cc1nc2c(C(=O)O)cc(N3CCOCC3)cc2n1Cc1cccc2ccccc12. As a reaction SMILES: [CH2:35]1[O:36][CH2:37][CH2:38][CH2:39]1.[CH3:1][c:2]1[n:3][c:4]2[c:5]([n:6]1[CH2:7][c:8]1[cH:9][cH:10][cH:11][c:12]3[cH:13][cH:14][cH:15][cH:16][c:17]13)[cH:18][c:19]([N:26]1[CH2:27][CH2:28][O:29][CH2:30][CH2:31]1)[cH:20][c:21]2[C:22](=[O:23])[O:24][CH3:25].[ClH:34].[Li+:33].[OH-:32].[OH2:40]>>[CH3:1][c:2]1[n:3][c:4]2[c:5]([n:6]1[CH2:7][c:8]1[cH:9][cH:10][cH:11][c:12]3[cH:13][cH:14][cH:15][cH:16][c:17]13)[cH:18][c:19]([N:26]1[CH2:27][CH2:28][O:29][CH2:30][CH2:31]1)[cH:20][c:21]2[C:22](=[O:23])[OH:24]. Procedure details: The 4-(furan-3-ylmethoxy)-1H-indole-2-carboxylic acid ethyl ester 96 obtained above is mixed with a 1M-solution of KOH in EtOH (35 ml, 35 mmol) and stirred for 24 hours. The solvent is then evaporated and the residue is partitioned between water and ether. The water layer is acidified with HCl and extracted twice with EtOAc. The combined organic layers are washed with brine, dried over anhydrous sodium sulfate, filtered and evaporated to give a white powder. As a reaction SMILES: C([O:3][C:4]([C:6]1[NH:7][C:8]2[C:13]([CH:14]=1)=[C:12]([O:15][CH2:16][C:17]1[CH:21]=[CH:20][O:19][CH:18]=1)[CH:11]=[CH:10][CH:9]=2)=[O:5])C.[OH-].[K+].CCO>>[O:19]1[CH:20]=[CH:21][C:17]([CH2:16][O:15][C:12]2[CH:11]=[CH:10][CH:9]=[C:8]3[C:13]=2[CH:14]=[C:6]([C:4]([OH:5])=[O:3])[NH:7]3)=[CH:18]1 |f:1.2|. Run at time 24 hour. Yields the product O1C=C(C=C1)COC1=C2C=C(NC2=CC=C1)C(=O)O (4-(furan-3-ylmethoxy)-1H-indole-2-carboxylic acid). The reactants are C(C)OC(=O)C=1NC2=CC=CC(=C2C1)OCC1=COC=C1 (4-(furan-3-ylmethoxy)-1H-indole-2-carboxylic acid ethyl ester), [OH-].[K+] (KOH), CCO (EtOH). Reactants: C1(CCCCC1)C(CC#N)=O (3-cyclohexyl-3-oxopropanenitrile), NO (hydroxylamine). The solvent is CCO (EtOH). Run at time 12 hour. Product: NC1=CC(=NO1)C1CCCCC1 (5-amino-3-cyclohexylisoxazole). Reaction SMILES: [CH:1]1([C:7](=O)[CH2:8][C:9]#[N:10])[CH2:6][CH2:5][CH2:4][CH2:3][CH2:2]1.[NH2:12][OH:13]>CCO>[NH2:10][C:9]1[O:13][N:12]=[C:7]([CH:1]2[CH2:6][CH2:5][CH2:4][CH2:3][CH2:2]2)[CH:8]=1. Procedure details: To a stirred solution of 3-cyclohexyl-3-oxopropanenitrile (1 g, 6.6 mmol, Step A) in EtOH (1 mL) at RT was added hydroxylamine (0.81 mL, 50% in H2O). The reaction was stirred 12 h at RT. The solid was filtered off, washed with 1N NaOH, then H2O and dried over P2O5 to give 5-amino-3-cyclohexylisoxazole.